Dataset: the Open Reaction Database (ORD), a public repository of structured organic reaction records. Task: describe an organic reaction: reactants, conditions, products, and yield The reactants are ClC1=NC2=CC=C(C=C2N=C1Cl)F (2,3-dichloro-6-fluoroquinoxaline), COC(CN)OC (aminoacetaldehyde dimethyl acetal). The product is FC1=CC=C2NC(C=3N(C2=C1)C=CN3)=O (8-fluoroimidazo[1,2-a]quinoxalin-4(5H)-one). RXN SMILES: Cl[C:2]1[C:11](Cl)=[N:10][C:9]2[C:4](=[CH:5][CH:6]=[C:7]([F:13])[CH:8]=2)[N:3]=1.CO[CH:16]([O:19]C)[CH2:17][NH2:18]>>[F:13][C:7]1[CH:8]=[C:9]2[C:4]([NH:3][C:16](=[O:19])[C:17]3[N:10]2[CH:11]=[CH:2][N:18]=3)=[CH:5][CH:6]=1. Procedure: By reacting 2,3-dichloro-6-fluoroquinoxaline with aminoacetaldehyde dimethyl acetal, following a procedure that is similar to that described in example 1, there is obtained 8-fluoroimidazo[1,2-a]quinoxalin-4(5H)-one (m.p. >300° C.) and, subsequently, 4-chloro-8-fluoroimidazo[1,2-]quinoxaline. By reacting this product with cyclopentyl amine according to the method described in example 3, there is obtained 4-cyclopentylamino-8-dichloroimidazo[1,2-a]quinoxaline. m.p. (DSC)=85.7° C.(onset); IR (KBr)... The reactants are N (Ammonia), C=1C=CC2=C(C1)C(=O)OC2(C=3C=CC(=CC3)O)C=4C=CC(=CC4)O (phenolphthalein), C(CCC)[C@@H]1CC[C@H](CC1)CC#N (trans-4-butylcyclohexyl acetonitrile), [OH-].[K+] (KOH), N (ammonia). Solvent: C(C)O (ethanol), O (water). The product is C(CCC)[C@@H]1CC[C@H](CC1)CC(=O)O (trans-4-butylcyclohexyl acetic acid). RXN SMILES: [CH2:1]([C@H:5]1[CH2:10][CH2:9][C@H:8]([CH2:11][C:12]#N)[CH2:7][CH2:6]1)[CH2:2][CH2:3][CH3:4].[OH-:14].[K+].N.C1C=CC2C(C3C=CC(O)=CC=3)(C3C=CC(O)=CC=3)OC(=[O:24])C=2C=1>C(O)C.O>[CH2:1]([C@H:5]1[CH2:10][CH2:9][C@H:8]([CH2:11][C:12]([OH:24])=[O:14])[CH2:7][CH2:6]1)[CH2:2][CH2:3][CH3:4] |f:1.2|. Reported procedure: A solution of 34 g (0.19 mol) of trans-4-butylcyclohexyl acetonitrile, 43 g (0.76 mol) of KOH, and 34 cm3 of water in 190 cm3 of ethanol was refluxed over a hot water bath until the generation of ammonia gas ceased (about 10 hours). Ammonia gas was detected using phenolphthalein test paper. The reaction solution was cooled to room temperature and ethanol was distilled off. The residue was dissolved in 100 cm3 of water. The resulting solution was poured into a beaker containing 100 g of water and... Starting materials: BrC(C(=O)OCC)C(=O)OCC (diethyl bromomalonate), C[O-].[Na+] (sodium methoxide), CO (methanol), [Na] (sodium), CO (methanol). The solvent is C(C)OCC (ethyl ether). The product is COC(C(=O)OC)(C(=O)OC)OC (dimethyl dimethoxymalonate). RXN SMILES: [CH3:1][O-:2].[Na+].[Na].Br[CH:6]([C:12]([O:14][CH2:15]C)=[O:13])[C:7]([O:9][CH2:10]C)=[O:8].[CH3:17][OH:18]>C(OCC)C>[CH3:1][O:2][C:6]([O:18][CH3:17])([C:12]([O:14][CH3:15])=[O:13])[C:7]([O:9][CH3:10])=[O:8] |f:0.1,^1:3|. Reported procedure: To a solution of sodium methoxide prepared by dissolving 5.75 grams (0.25 mole) of sodium in 375 milliliters of anhydrous methanol was added 59.8 grams (0.25 mole) of diethyl bromomalonate in one portion and the resulting mixture heated under reflux for 4 hours. The mixture was freed of methanol solvent under reduced pressure and the residue taken up in ethyl ether and filtered to remove by-product solids. The filtrate was freed of ether under reduced pressure and the residue vacuum distilled In... Starting materials: ice water, ClC1=C(C=C(C=C1)OC)CC(=O)C=1C=CC2=C(N(C(O2)=O)C)C1 (5-[2-(2-Chloro-5-methoxy-phenyl)-acetyl]-3-methyl-3H-benzooxazol-2-one), CI (Methyl iodide), [H-].[Na+] (sodium hydride). Solvent: CN(C)C=O (DMF). Run at temperature 0 celsius, time 50 minute. Yields the product ClC1=C(C=C(C=C1)OC)C(C(=O)C=1C=CC2=C(N(C(O2)=O)C)C1)C (5-[2-(2-Chloro-5-methoxy-phenyl)-propionyl]-3-methyl-3H-benzooxazol-2-one). Isolated yield 60.0%. Reaction SMILES: [Cl:1][C:2]1[CH:7]=[CH:6][C:5]([O:8][CH3:9])=[CH:4][C:3]=1[CH2:10][C:11]([C:13]1[CH:14]=[CH:15][C:16]2[O:20][C:19](=[O:21])[N:18]([CH3:22])[C:17]=2[CH:23]=1)=[O:12].[H-].[Na+].[CH3:26]I>CN(C=O)C>[Cl:1][C:2]1[CH:7]=[CH:6][C:5]([O:8][CH3:9])=[CH:4][C:3]=1[CH:10]([CH3:26])[C:11]([C:13]1[CH:14]=[CH:15][C:16]2[O:20][C:19](=[O:21])[N:18]([CH3:22])[C:17]=2[CH:23]=1)=[O:12] |f:1.2|. Reported procedure: 5-[2-(2-Chloro-5-methoxy-phenyl)-acetyl]-3-methyl-3H-benzooxazol-2-one (500 mg, obtained in Example 192, step 1) was dissolved in DMF (15 mL). The mixture was cooled to 0° C. To this solution was added sodium hydride (55% in mineral oil, 72 mg). The mixture was stirred for 50 minutes at 0° C. Methyl iodide (0.104 mL) was added dropwise over a period of 10 minutes. Stirring was continued at 0° C. for 1.5 hours. The reaction mixture was poured into ice/water and extracted two times with ethyl acet... The reactants are O=C(OC(Cl)(Cl)Cl)OC(Cl)(Cl)Cl, ClCCl, NCC(c1ccccc1)c1ccccc1. The product is O=C=NCC(c1ccccc1)c1ccccc1. As a reaction SMILES: [Cl:1][C:2]([Cl:3])([O:4][C:5]([O:6][C:7]([Cl:8])([Cl:9])[Cl:10])=[O:11])[Cl:12].[Cl:28][CH2:29][Cl:30].[c:13]1([CH:19]([CH2:20][NH2:21])[c:22]2[cH:23][cH:24][cH:25][cH:26][cH:27]2)[cH:14][cH:15][cH:16][cH:17][cH:18]1>>[C:5](=[O:11])=[N:21][CH2:20][CH:19]([c:13]1[cH:14][cH:15][cH:16][cH:17][cH:18]1)[c:22]1[cH:23][cH:24][cH:25][cH:26][cH:27]1. Starting materials: C(C)(=O)OCC (ethyl acetate), O=P12OP3(=O)OP(=O)(O1)OP(=O)(O2)O3 (phosphorus pentoxide), COC=1C=C(C=CC1OC)NC=C(C(=O)OCC)C(=O)OCC (diethyl 2-[(3,4-dimethoxyphenylamino)methylene]malonate), O (water). The solvent is [N+](=O)([O-])C1=CC=CC=C1 (nitrobenzene). Reaction conditions: temperature 150 celsius, time 18 hour. Yields the product OC1=C(C=NC2=CC(=C(C=C12)OC)OC)C(=O)O (4-hydroxy-6,7-dimethoxyquinoline-3-carboxylic acid). Isolated yield 56.9%. Reaction SMILES: O=P12OP3(OP(OP(O3)(O1)=O)(=O)O2)=O.[CH3:15][O:16][C:17]1[CH:18]=[C:19]([NH:25][CH:26]=[C:27]([C:33]([O:35]CC)=O)[C:28]([O:30]CC)=[O:29])[CH:20]=[CH:21][C:22]=1[O:23][CH3:24].O.C(OCC)(=O)C>[N+](C1C=CC=CC=1)([O-])=O>[OH:35][C:33]1[C:20]2[C:19](=[CH:18][C:17]([O:16][CH3:15])=[C:22]([O:23][CH3:24])[CH:21]=2)[N:25]=[CH:26][C:27]=1[C:28]([OH:30])=[O:29]. Procedure details: 10.2 g of phosphorus pentoxide were added cautiously, with mechanical stirring, to a mixture of 21.1 g of diethyl 2-[(3,4-dimethoxyphenylamino)methylene]malonate in 42 cm3 of nitrobenzene. The reaction mixture was maintained at a temperature in the region of 150° C. for 4 hours. After cooling to about 20° C. and stirring for 18 hours at this same temperature, 14 cm3 of water were added dropwise and the reaction mixture was then heated to about 110° C. for 7 hours. After cooling to a temperature ...